This data is from the Open Reaction Database (ORD), a public repository of structured organic reaction records. The task is: describe an organic reaction: reactants, conditions, products, and yield Starting materials: CC(C)(C)OC(=O)N1CCN(c2cc(F)c(C#N)cc2F)CC1, CCO, Cl, [Na+], [OH-], O. The product is CC(C)(C)OC(=O)N1CCN(c2cc(F)c(C(=O)O)cc2F)CC1. RXN SMILES: [C:1](#[N:2])[c:3]1[cH:4][c:5]([F:23])[c:6]([N:10]2[CH2:11][CH2:12][N:13]([C:16](=[O:17])[O:18][C:19]([CH3:20])([CH3:21])[CH3:22])[CH2:14][CH2:15]2)[cH:7][c:8]1[F:9].[CH3:28][CH2:29][OH:30].[ClH:26].[Na+:25].[OH-:24].[OH2:27]>>[C:1]([c:3]1[cH:4][c:5]([F:23])[c:6]([N:10]2[CH2:11][CH2:12][N:13]([C:16](=[O:17])[O:18][C:19]([CH3:20])([CH3:21])[CH3:22])[CH2:14][CH2:15]2)[cH:7][c:8]1[F:9])(=[O:24])[OH:27]. Reactants: BrP(Br)(c1ccccc1)(c1ccccc1)c1ccccc1, OCc1cc(Br)nc(Br)c1, ClCCl. Product: BrCc1cc(Br)nc(Br)c1. RXN SMILES: [Br:11][P:12]([Br:13])([c:14]1[cH:15][cH:16][cH:17][cH:18][cH:19]1)([c:20]1[cH:21][cH:22][cH:23][cH:24][cH:25]1)[c:26]1[cH:27][cH:28][cH:29][cH:30][cH:31]1.[Br:1][c:2]1[n:3][c:4]([Br:10])[cH:5][c:6]([CH2:8][OH:9])[cH:7]1.[Cl:32][CH2:33][Cl:34]>>[Br:1][c:2]1[n:3][c:4]([Br:10])[cH:5][c:6]([CH2:8][Br:11])[cH:7]1. Reactants: CC1(CCOC2=CC(=CC=C12)C(C=O)CCCCC)C (2-(4,4-dimethyl-chroman-7-yl)-heptanal), COC(C1=CC=C(C=C1)CP(=O)(OCC)OCC)=O (4-(diethoxyphosphorylmethyl)-benzoic acid methyl ester), C[Si](C)(C)[N-][Si](C)(C)C.[Li+] (lithium bis(trimethylsilyl)amide). The solvent is C1CCOC1 (THF), C1CCOC1 (THF), hexanes. Conditions: temperature -20 celsius, time 6 hour. Yields the product COC(C1=CC=C(C=C1)C=CC(CCCCC)C1=CC=C2C(CCOC2=C1)(C)C)=O (4-[3-(4,4-dimethyl-chroman-7-yl)-oct-1-enyl]-benzoic acid methyl ester). The yield is 42.4%. Reaction SMILES: [CH3:1][O:2][C:3](=[O:19])[C:4]1[CH:9]=[CH:8][C:7]([CH2:10]P(OCC)(OCC)=O)=[CH:6][CH:5]=1.C[Si]([N-][Si](C)(C)C)(C)C.[Li+].[CH3:30][C:31]1([CH3:49])[C:40]2[C:35](=[CH:36][C:37]([CH:41]([CH2:44][CH2:45][CH2:46][CH2:47][CH3:48])[CH:42]=O)=[CH:38][CH:39]=2)[O:34][CH2:33][CH2:32]1>C1COCC1>[CH3:1][O:2][C:3](=[O:19])[C:4]1[CH:5]=[CH:6][C:7]([CH:10]=[CH:42][CH:41]([C:37]2[CH:36]=[C:35]3[C:40]([C:31]([CH3:49])([CH3:30])[CH2:32][CH2:33][O:34]3)=[CH:39][CH:38]=2)[CH2:44][CH2:45][CH2:46][CH2:47][CH3:48])=[CH:8][CH:9]=1 |f:1.2|. Procedure: A solution of 4-(diethoxyphosphorylmethyl)-benzoic acid methyl ester (0.25 g, 0.87 mmole) in 5 mL of THF at −20° C., was treated with 0.88 mL of 1M lithium bis(trimethylsilyl)amide solution in hexanes. The mixture was stirred at −20° C. for 20 minutes before a solution of 2-(4,4-dimethyl-chroman-7-yl)-heptanal (0.16 g, 0.58 mmole) in 5 mL of THF was added. The reaction mixture was stirred at −20° C. for 30 minutes, at room temperature for 6 hours, quenched by the addition of 10 mL of saturated a... The reactants are CNCCN(C)Cc1ccccc1, CCN=C=NCCCN(C)C, On1nnc2ccccc21, CCCCCN(CCCCC)C(=O)N1CCN(C(=O)N(c2ccccc2)c2ccccc2)C(C(=O)O)C1. Yields the product CCCCCN(CCCCC)C(=O)N1CCN(C(=O)N(c2ccccc2)c2ccccc2)C(C(=O)N(C)CCN(C)Cc2ccccc2)C1. As a reaction SMILES: [CH2:59]([c:60]1[cH:61][cH:62][cH:63][cH:64][cH:65]1)[N:66]([CH2:67][CH2:68][NH:69][CH3:70])[CH3:71].[CH3:48][CH2:49][N:50]=[C:51]=[N:52][CH2:53][CH2:54][CH2:55][N:56]([CH3:57])[CH3:58].[OH:38][n:39]1[c:40]2[c:41]([cH:42][cH:43][cH:44][cH:45]2)[n:46][n:47]1.[c:1]1([N:7]([C:8](=[O:9])[N:10]2[CH:11]([C:29](=[O:30])[OH:31])[CH2:12][N:13]([C:16]([N:17]([CH2:18][CH2:19][CH2:20][CH2:21][CH3:22])[CH2:23][CH2:24][CH2:25][CH2:26][CH3:27])=[O:28])[CH2:14][CH2:15]2)[c:32]2[cH:33][cH:34][cH:35][cH:36][cH:37]2)[cH:2][cH:3][cH:4][cH:5][cH:6]1>>[c:1]1([N:7]([C:8](=[O:9])[N:10]2[CH:11]([C:29](=[O:31])[N:69]([CH2:68][CH2:67][N:66]([CH2:59][c:60]3[cH:61][cH:62][cH:63][cH:64][cH:65]3)[CH3:71])[CH3:70])[CH2:12][N:13]([C:16]([N:17]([CH2:18][CH2:19][CH2:20][CH2:21][CH3:22])[CH2:23][CH2:24][CH2:25][CH2:26][CH3:27])=[O:28])[CH2:14][CH2:15]2)[c:32]2[cH:33][cH:34][cH:35][cH:36][cH:37]2)[cH:2][cH:3][cH:4][cH:5][cH:6]1. Reactants: CCOC(=O)c1nc(Cl)nc(Nc2cc(C)[nH]n2)c1[N+](=O)[O-], Cl, CC(N)c1ncc(F)cn1. Yields the product CCOC(=O)c1nc(NC(C)c2ncc(F)cn2)nc(Nc2cc(C)[nH]n2)c1[N+](=O)[O-]. Reaction SMILES: [Cl:12][c:13]1[n:14][c:15]([NH:27][c:28]2[n:29][nH:30][c:31]([CH3:33])[cH:32]2)[c:16]([N+:24](=[O:25])[O-:26])[c:17]([C:19](=[O:20])[O:21][CH2:22][CH3:23])[n:18]1.[ClH:1].[F:2][c:3]1[cH:4][n:5][c:6]([CH:9]([CH3:10])[NH2:11])[n:7][cH:8]1>>[F:2][c:3]1[cH:4][n:5][c:6]([CH:9]([CH3:10])[NH:11][c:13]2[n:14][c:15]([NH:27][c:28]3[n:29][nH:30][c:31]([CH3:33])[cH:32]3)[c:16]([N+:24](=[O:25])[O-:26])[c:17]([C:19](=[O:20])[O:21][CH2:22][CH3:23])[n:18]2)[n:7][cH:8]1. Starting materials: C(C)(=O)OCC (ethyl acetate), FC(S(=O)(=O)OC1=C2C(OCC2=C(C(=C1C/C=C(/CCC(=O)OC)\C)OC)C)=O)(F)F (methyl (E)-6-(1,3-dihydro-4-trifluoromethylsulfonyloxy-6-methoxy-7-methyl-3-oxoisobenzofuran-5-yl)-4-methyl-4-hexenoate), [C-]#N.[K+] (potassium cyanide). The reagents and catalysts are [Pd].C1(=CC=CC=C1)P(C1=CC=CC=C1)C1=CC=CC=C1.C1(=CC=CC=C1)P(C1=CC=CC=C1)C1=CC=CC=C1.C1(=CC=CC=C1)P(C1=CC=CC=C1)C1=CC=CC=C1.C1(=CC=CC=C1)P(C1=CC=CC=C1)C1=CC=CC=C1 (tetrakis(triphenylphosphine) palladium). Run in O1CCOCC1 (1,4-dioxane). Conditions: time 18 hour. Product: C(#N)C1=C2C(OCC2=C(C(=C1C/C=C(/CCC(=O)OC)\C)OC)C)=O (methyl (E)-6-(1,3-dihydro-4-cyano-6-methoxy-7-methyl-3-oxoisobenzofuran-5-yl)-4-methyl-4-hexenoate). The yield is 94.4%. As a reaction SMILES: FC(F)(F)S(O[C:7]1[C:15]([CH2:16]/[CH:17]=[C:18](\[CH3:25])/[CH2:19][CH2:20][C:21]([O:23][CH3:24])=[O:22])=[C:14]([O:26][CH3:27])[C:13]([CH3:28])=[C:12]2[C:8]=1[C:9](=[O:29])[O:10][CH2:11]2)(=O)=O.[C-:32]#[N:33].[K+].C(OCC)(=O)C>O1CCOCC1.[Pd].C1(P(C2C=CC=CC=2)C2C=CC=CC=2)C=CC=CC=1.C1(P(C2C=CC=CC=2)C2C=CC=CC=2)C=CC=CC=1.C1(P(C2C=CC=CC=2)C2C=CC=CC=2)C=CC=CC=1.C1(P(C2C=CC=CC=2)C2C=CC=CC=2)C=CC=CC=1>[C:32]([C:7]1[C:15]([CH2:16]/[CH:17]=[C:18](\[CH3:25])/[CH2:19][CH2:20][C:21]([O:23][CH3:24])=[O:22])=[C:14]([O:26][CH3:27])[C:13]([CH3:28])=[C:12]2[C:8]=1[C:9](=[O:29])[O:10][CH2:11]2)#[N:33] |f:1.2,5.6.7.8.9|. Procedure: A nitrogen-flushed mixture of 5.8 g (12.4 mmol) of methyl (E)-6-(1,3-dihydro-4-trifluoromethylsulfonyloxy-6-methoxy-7-methyl-3-oxoisobenzofuran-5-yl)-4-methyl-4-hexenoate, 1.5 g (23.0 mmol) of potassium cyanide, and 1.11 g (0.96 mmol) of tetrakis(triphenylphosphine) palladium in 100 ml of 1,4-dioxane was heated at reflux for 18 hours. Upon cooling, the mixture was partitioned between water and ethyl acetate. The organic phase was washed with water six times, with brine once, and then dried over ... Starting materials: FC(C1=C(CN2CCC(CC2)\C=C/2\C(=NC(S2)=O)NCCOCCO)C=CC(=C1)C(F)(F)F)(F)F ((5Z)-5-({1-[2,4-bis(trifluoromethyl)benzyl]piperidin-4-yl}methylidene)-4-{[2-(2-hydroxyethoxy)ethyl]amino}-1,3-thiazol-2(5H)-one), O.S(=O)(=O)(O)C1=CC=C(C)C=C1 (tosylic acid monohydrate). Run in C(C)(=O)OCC (ethyl acetate). Conditions: time 2 hour. Yields the product C=1(C(=CC=CC1)S(=O)(=O)O)C.C=1(C(=CC=CC1)S(=O)(=O)O)C.FC(C1=C(CN2CCC(CC2)\C=C/2\C(=NC(S2)=O)NCCOCCO)C=CC(=C1)C(F)(F)F)(F)F ((5Z)-5-({1-[2,4-bis(trifluoromethyl)benzyl]piperidin-4-yl}methylidene)-4-{[2-(2-hydroxyethoxy)ethyl]amino}-1,3-thiazol-2(5H)-one ditoluenesulfonate). Yield: 185.4%. RXN SMILES: [F:1][C:2]([F:35])([F:34])[C:3]1[CH:29]=[C:28]([C:30]([F:33])([F:32])[F:31])[CH:27]=[CH:26][C:4]=1[CH2:5][N:6]1[CH2:11][CH2:10][CH:9](/[CH:12]=[C:13]2/[C:14]([NH:19][CH2:20][CH2:21][O:22][CH2:23][CH2:24][OH:25])=[N:15][C:16](=[O:18])[S:17]/2)[CH2:8][CH2:7]1.O.[S:37]([C:41]1[CH:47]=[CH:46][C:44](C)=[CH:43][CH:42]=1)([OH:40])(=[O:39])=[O:38]>C(OCC)(=O)C>[C:3]1([CH3:2])[C:4]([S:37]([OH:40])(=[O:39])=[O:38])=[CH:26][CH:27]=[CH:28][CH:29]=1.[C:47]1([CH3:2])[C:41]([S:37]([OH:40])(=[O:38])=[O:39])=[CH:42][CH:43]=[CH:44][CH:46]=1.[F:35][C:2]([F:1])([F:34])[C:3]1[CH:29]=[C:28]([C:30]([F:32])([F:33])[F:31])[CH:27]=[CH:26][C:4]=1[CH2:5][N:6]1[CH2:7][CH2:8][CH:9](/[CH:12]=[C:13]2/[C:14]([NH:19][CH2:20][CH2:21][O:22][CH2:23][CH2:24][OH:25])=[N:15][C:16](=[O:18])[S:17]/2)[CH2:10][CH2:11]1 |f:1.2,4.5.6|. Procedure details: To a solution of (5Z)-5-({1-[2,4-bis(trifluoromethyl)benzyl]piperidin-4-yl}methylidene)-4-{[2-(2-hydroxyethoxy)ethyl]amino}-1,3-thiazol-2(5H)-one (4.3 g) in ethyl acetate (40 ml) was added tosylic acid monohydrate (3.11 g), and the mixture was stirred at room temperature for 2 hr. The precipitate was collected by filtration, washed with ethyl acetate, and recrystallized from 2-butanone/heptane to give the title compound (4.4 g).